This data is from the Open Reaction Database (ORD), a public repository of structured organic reaction records. The task is: describe an organic reaction: reactants, conditions, products, and yield The reactants are [N+](=O)([O-])C=1C=C2C(C(=O)OC2=O)=CC1 (4-nitrophthalic acid anhydride), C(CC)C1=CC=C(N)C=C1 (4-propylaniline), ice water. Run in C(C)(=O)O (acetic acid). Product: [N+](=O)([O-])C=1C=C2C(N(C(C2=CC1)=O)C1=CC=C(C=C1)CCC)=O (5-nitro-2-(4-propyl-phenyl)-isoindole-1,3-dione), crystals. The yield is 91.4%. As a reaction SMILES: [N+:1]([C:4]1[CH:5]=[C:6]2[C:11](=[O:12])[O:10][C:8](=O)[C:7]2=[CH:13][CH:14]=1)([O-:3])=[O:2].[CH2:15]([C:18]1[CH:24]=[CH:23][C:21]([NH2:22])=[CH:20][CH:19]=1)[CH2:16][CH3:17]>C(O)(=O)C>[N+:1]([C:4]1[CH:5]=[C:6]2[C:7](=[CH:13][CH:14]=1)[C:8](=[O:10])[N:22]([C:21]1[CH:23]=[CH:24][C:18]([CH2:15][CH2:16][CH3:17])=[CH:19][CH:20]=1)[C:11]2=[O:12])([O-:3])=[O:2]. Reported procedure: A solution of 95% 4-nitrophthalic acid anhydride (4.22 g, 20.7 mmol) and 4-propylaniline (2.81 g, 20.7 mmol) in acetic acid (86 ml) was refluxed by heating for 24 hours. The reaction solution was cooled to room temperature, and then added to ice water, and the deposited crystals were collected by filtration, and washed with water. The resulting crystals were purified by recrystallization (ethanol) to obtain 5-nitro-2-(4-propyl-phenyl)-isoindole-1,3-dione as pale yellow scaly crystals (5.89 g, yi... The reactants are ICCCC (1-Iodobutane), C([O-])([O-])=O.[K+].[K+] (potassium carbonate), CC1=C(C=O)C(=CC(=C1)O)C (2,6-dimethyl-4-hydroxybenzaldehyde). The solvent is C(C)C(=O)C (methyl ethyl ketone). Run at time 20 hour. Product: C(CCC)OC1=CC(=C(C=O)C(=C1)C)C (4-butoxy-2,6-dimethylbenzaldehyde). Isolated yield 91.1%. RXN SMILES: I[CH2:2][CH2:3][CH2:4][CH3:5].C(=O)([O-])[O-].[K+].[K+].[CH3:12][C:13]1[CH:20]=[C:19]([OH:21])[CH:18]=[C:17]([CH3:22])[C:14]=1[CH:15]=[O:16]>C(C(C)=O)C>[CH2:2]([O:21][C:19]1[CH:18]=[C:17]([CH3:22])[C:14]([CH:15]=[O:16])=[C:13]([CH3:12])[CH:20]=1)[CH2:3][CH2:4][CH3:5] |f:1.2.3|. Reported procedure: 1-Iodobutane (9.2 g; 50 mmole) and potassium carbonate (6.9 g; 50 mmole) were added to a solution of 2,6-dimethyl-4-hydroxybenzaldehyde (7.5 g; 50 mmole) in methyl ethyl ketone (150 ml). The mixture was heated under reflux with stirring for 20 hours and then evaporated to dryness. The residue was dissolved in dichloromethane and washed with water, then dried over anhydrous sodium sulfate. The solvent was evaporated under reduced pressure to give 4-butoxy-2,6-dimethylbenzaldehyde (9.4 g; 92.0%). ... Starting materials: NS(N)(=O)=O, CC(C)NCc1ccccc1N, c1ccncc1. Yields the product CC(C)N1Cc2ccccc2NS1(=O)=O. RXN SMILES: [NH2:13][S:14]([NH2:15])(=[O:16])=[O:17].[NH2:1][c:2]1[c:3]([CH2:4][NH:5][CH:6]([CH3:7])[CH3:8])[cH:9][cH:10][cH:11][cH:12]1.[cH:18]1[cH:19][cH:20][n:21][cH:22][cH:23]1>>[NH:1]1[c:2]2[c:3]([cH:9][cH:10][cH:11][cH:12]2)[CH2:4][N:5]([CH:6]([CH3:7])[CH3:8])[S:14]1(=[O:16])=[O:17]. Starting materials: O (water), CN(C(=O)C=1N=CC(=NC1)OC=1C=C(C(=O)OC)C=C(C1)O[C@@H]1C(N(CC1)C)=O)C (methyl 3-[5-(dimethylcarbamoyl)pyrazin-2-yl]oxy-5-[(3S)-1-methyl-2-oxo-pyrrolidin-3-yl]oxy-benzoate), CN(C(=O)C=1N=CC(=NC1)OC=1C=C(C(=O)OC)C=C(C1)O[C@@H]1C(N(CC1)C)=O)C (methyl 3-[5-(dimethylcarbamoyl)pyrazin-2-yl]oxy-5-[(3S)-1-methyl-2-oxo-pyrrolidin-3-yl]oxy-benzoate), CO (methanol), [OH-].[Li+] (lithium hydroxide). Run in C1CCOC1 (THF). Run at time 1 hour. Yields the product CN(C(=O)C=1N=CC(=NC1)OC=1C=C(C(=O)O)C=C(C1)O[C@@H]1C(N(CC1)C)=O)C (3-[5-(Dimethylcarbamoyl)pyrazin-2-yl]oxy-5-[(3S)-1-methyl-2-oxo-pyrrolidin-3-yl]oxy-benzoic acid). The yield is 96.1%. Reaction SMILES: [CH3:1][N:2]([CH3:30])[C:3]([C:5]1[N:6]=[CH:7][C:8]([O:11][C:12]2[CH:13]=[C:14]([CH:19]=[C:20]([O:22][C@H:23]3[CH2:27][CH2:26][N:25]([CH3:28])[C:24]3=[O:29])[CH:21]=2)[C:15]([O:17]C)=[O:16])=[N:9][CH:10]=1)=[O:4].CO.[OH-].[Li+].O>C1COCC1>[CH3:1][N:2]([CH3:30])[C:3]([C:5]1[N:6]=[CH:7][C:8]([O:11][C:12]2[CH:13]=[C:14]([CH:19]=[C:20]([O:22][C@H:23]3[CH2:27][CH2:26][N:25]([CH3:28])[C:24]3=[O:29])[CH:21]=2)[C:15]([OH:17])=[O:16])=[N:9][CH:10]=1)=[O:4] |f:2.3|. Procedure: The methyl 3-[5-(dimethylcarbamoyl)pyrazin-2-yl]oxy-5-[(3S)-1-methyl-2-oxo-pyrrolidin-3-yl]oxy-benzoate (Intermediate 46) (772 mg, 1.86 mmol) was dissolved in THF (9 mL) and methanol (3 mL) and lithium hydroxide solution (1N, 2.2 mL) was added followed by water (25 mL). The resulting mixture was stirred for 1 hour at room temperature. The majority of the organic solvent was removed by distillation under reduced pressure. The remaining aqueous solution was extracted with ethyl acetate (10 mL) the... The solvent is C1=CC=CC=C1 (benzene). Procedure details: 3.9 g of diketene were added to a mixture of 6.9 g of m-(n-butyl)-aniline and 70 ml of benzene and the mixture was stirred for 2 hours at 30° C. The benzene was evaporated under reduced pressure and the residue was chromatographed over silica gel. Elution with an 8-2 mixture of methylene chloride and ethyl acetate yielded 8.5 g of m-(n-butyl)-acetylacetanilide in the form of an oil with a refractive index of nD 20 = 1.5355. Starting materials: C=C1CC(=O)O1 (diketene), C(CCC)C=1C=C(N)C=CC1 (m-(n-butyl)-aniline). Yields the product C(CCC)C=1C=C(NC(CC(C)=O)=O)C=CC1 (m-(n-butyl)-acetylacetanilide). RXN SMILES: [CH2:1]=[C:2]1[O:6][C:4](=[O:5])[CH2:3]1.[CH2:7]([C:11]1[CH:12]=[C:13]([CH:15]=[CH:16][CH:17]=1)[NH2:14])[CH2:8][CH2:9][CH3:10]>C1C=CC=CC=1>[CH2:7]([C:11]1[CH:12]=[C:13]([CH:15]=[CH:16][CH:17]=1)[NH:14][C:4](=[O:5])[CH2:3][C:2](=[O:6])[CH3:1])[CH2:8][CH2:9][CH3:10]. Isolated yield 78.8%. Reaction conditions: temperature 30 celsius, time 2 hour. The reactants are [Al+3], S=C=S, CCCCCC, [Cl-], [Cl-], [Cl-], COc1cccc(Cl)c1Cl, O=C(Cl)c1ccoc1. Yields the product COc1ccc(C(=O)c2ccoc2)c(Cl)c1Cl. As a reaction SMILES: [Al+3:20].[C:29](=[S:30])=[S:31].[CH3:23][CH2:24][CH2:25][CH2:26][CH2:27][CH3:28].[Cl-:19].[Cl-:21].[Cl-:22].[Cl:9][c:10]1[c:11]([O:17][CH3:18])[cH:12][cH:13][cH:14][c:15]1[Cl:16].[o:1]1[cH:2][c:3]([C:6](=[O:7])[Cl:8])[cH:4][cH:5]1>>[o:1]1[cH:2][c:3]([C:6](=[O:7])[c:14]2[cH:13][cH:12][c:11]([O:17][CH3:18])[c:10]([Cl:9])[c:15]2[Cl:16])[cH:4][cH:5]1. The reactants are CNc1ccccc1, O=C1N(c2ccc(OC(F)(F)F)cc2)CCC12CCN(S(=O)(=O)Cl)CC2. Yields the product CN(c1ccccc1)S(=O)(=O)N1CCC2(CCN(c3ccc(OC(F)(F)F)cc3)C2=O)CC1. RXN SMILES: [CH3:27][NH:28][c:29]1[cH:30][cH:31][cH:32][cH:33][cH:34]1.[O:1]=[C:2]1[N:3]([c:16]2[cH:17][cH:18][c:19]([O:22][C:23]([F:24])([F:25])[F:26])[cH:20][cH:21]2)[CH2:4][CH2:5][C:6]12[CH2:7][CH2:8][N:9]([S:12](=[O:13])(=[O:14])[Cl:15])[CH2:10][CH2:11]2>>[O:1]=[C:2]1[N:3]([c:16]2[cH:17][cH:18][c:19]([O:22][C:23]([F:24])([F:25])[F:26])[cH:20][cH:21]2)[CH2:4][CH2:5][C:6]12[CH2:7][CH2:8][N:9]([S:12](=[O:13])(=[O:14])[N:28]([CH3:27])[c:29]1[cH:30][cH:31][cH:32][cH:33][cH:34]1)[CH2:10][CH2:11]2. Reactants: C(CCC)OC1=CC=C(C(=O)O)C=C1 (4-butoxybenzoic acid), N,N'-carbonyldiimidazole, NC1=NC2=NC(=CC=C2C=C1)Cl (2-amino-7-chloro-1,8-naphthyridine). Solvent: O (water). Yields the product ClC1=CC=C2C=CC(=NC2=N1)NC(C1=CC=C(C=C1)OCCCC)=O (N-(7-chloro-1,8-naphthyridin-2-yl)-4-butoxybenzamide). Yield: 35.2%. As a reaction SMILES: [CH2:1]([O:5][C:6]1[CH:14]=[CH:13][C:9]([C:10]([OH:12])=O)=[CH:8][CH:7]=1)[CH2:2][CH2:3][CH3:4].[NH2:15][C:16]1[CH:25]=[CH:24][C:23]2[C:18](=[N:19][C:20]([Cl:26])=[CH:21][CH:22]=2)[N:17]=1>O>[Cl:26][C:20]1[N:19]=[C:18]2[C:23]([CH:24]=[CH:25][C:16]([NH:15][C:10](=[O:12])[C:9]3[CH:8]=[CH:7][C:6]([O:5][CH2:1][CH2:2][CH2:3][CH3:4])=[CH:14][CH:13]=3)=[N:17]2)=[CH:22][CH:21]=1. Reported procedure: The procedure is similar to that described in Example 1, but starting with 4-butoxybenzoic acid (15.5 g), N,N'-carbonyldiimidazole (12.9 g) and 2-amino-7-chloro-1,8-naphthyridine (8.9 g). The product produced by precipitation in water (approximately 18 g; m.p. 140° C.) is purified by chromatography on a column 40 mm in diameter charged with silica (200 g; 0.063-0.2 mm), using methylene chloride as eluant and collecting 60-cc fractions. After concentration to dryness of fractions 8 to 12 at 40° C...